The task is: describe an organic reaction: reactants, conditions, products, and yield. This data is from the Open Reaction Database (ORD), a public repository of structured organic reaction records. Starting materials: ClC1=NC(=C2C=CC=NC2=C1)NC[C@]1(CN(CCC1)C(=O)OC(C)(C)C)F (1,1-dimethylethyl (3R)-3-{[(7-chloro-1,6-naphthyridin-5-yl)amino]methyl}-3-fluoro-1-piperidinecarboxylate), COCN1N=CC(=C1)B1OC(C(O1)(C)C)(C)C (1-[(methyloxy)methyl]-4-(4,4,5,5-tetramethyl-1,3,2-dioxaborolan-2-yl)-1H-pyrazole), [OH-].[K+] (potassium hydroxide). Solvent: COCCOC (DME), O (water), C(C)O (ethanol). Reaction conditions: temperature 130 celsius. Product: F[C@@]1(CN(CCC1)C(=O)OC(C)(C)C)CNC1=C2C=CC=NC2=CC(=N1)C=1C=NN(C1)COC (1,1-Dimethylethyl (3R)-3-fluoro-3-{[(7-{1-[(methyloxy)methyl]-1H-pyrazol-4-yl}-1,6-naphthyridin-5-yl)amino]methyl}-1-piperidinecarboxylate). Isolated yield 105.0%. As a reaction SMILES: Cl[C:2]1[CH:11]=[C:10]2[C:5]([CH:6]=[CH:7][CH:8]=[N:9]2)=[C:4]([NH:12][CH2:13][C@:14]2([F:27])[CH2:19][CH2:18][CH2:17][N:16]([C:20]([O:22][C:23]([CH3:26])([CH3:25])[CH3:24])=[O:21])[CH2:15]2)[N:3]=1.[CH3:28][O:29][CH2:30][N:31]1[CH:35]=[C:34](B2OC(C)(C)C(C)(C)O2)[CH:33]=[N:32]1.[OH-].[K+]>COCCOC.O.C(O)C>[F:27][C@@:14]1([CH2:13][NH:12][C:4]2[N:3]=[C:2]([C:34]3[CH:33]=[N:32][N:31]([CH2:30][O:29][CH3:28])[CH:35]=3)[CH:11]=[C:10]3[C:5]=2[CH:6]=[CH:7][CH:8]=[N:9]3)[CH2:19][CH2:18][CH2:17][N:16]([C:20]([O:22][C:23]([CH3:26])([CH3:25])[CH3:24])=[O:21])[CH2:15]1 |f:2.3|. Procedure details: To 1,1-dimethylethyl (3R)-3-{[(7-chloro-1,6-naphthyridin-5-yl)amino]methyl}-3-fluoro-1-piperidinecarboxylate (650 mg, 1.646 mmol) in DME (5 ml), water (2.5 ml), ethanol (5.00 ml) was added 1-[(methyloxy)methyl]-4-(4,4,5,5-tetramethyl-1,3,2-dioxaborolan-2-yl)-1H-pyrazole (1.03 g 4.33 mmol), potassium hydroxide (3.95 ml, 3.95 mmol, 1M aqueous solution) and PEPPSI (112 mg, 0.165 mmol). The reaction was refluxed at 130° C. under nitrogen for 4 nights. LCMS showed main peak as product. The reaction m... RXN SMILES: [BH4-:1].[CH3:32][CH2:33][O:34][C:35](=[O:36])[CH3:37].[CH3:3][OH:4].[Na+:2].[O:5]=[C:6]([CH2:7][C:8](=[O:9])[O:10][CH2:11][c:12]1[cH:13][cH:14][c:15]([N+:16]([O-:17])=[O:18])[cH:19][cH:20]1)[CH:21]([CH2:22][O:23][CH2:24][c:25]1[cH:26][cH:27][cH:28][cH:29][cH:30]1)[CH3:31]>>[O:5]=[C:6]([CH2:7][C:8](=[O:9])[O:10][CH3:11])[CH:21]([CH2:22][O:23][CH2:24][c:25]1[cH:26][cH:27][cH:28][cH:29][cH:30]1)[CH3:31]. Starting materials: [BH4-], CCOC(C)=O, CO, [Na+], CC(COCc1ccccc1)C(=O)CC(=O)OCc1ccc([N+](=O)[O-])cc1. Product: COC(=O)CC(=O)C(C)COCc1ccccc1. Starting materials: CN(C)C=O, O=[N+]([O-])c1ccc(F)cc1, [H-], [Na+], Sc1nccn1-c1ccccc1. Product: O=[N+]([O-])c1ccc(Sc2nccn2-c2ccccc2)cc1. RXN SMILES: [CH3:25][N:26]([CH3:27])[CH:28]=[O:29].[F:15][c:16]1[cH:17][cH:18][c:19]([N+:22](=[O:23])[O-:24])[cH:20][cH:21]1.[H-:1].[Na+:2].[SH:3][c:4]1[n:5](-[c:9]2[cH:10][cH:11][cH:12][cH:13][cH:14]2)[cH:6][cH:7][n:8]1>>[S:3]([c:4]1[n:5](-[c:9]2[cH:10][cH:11][cH:12][cH:13][cH:14]2)[cH:6][cH:7][n:8]1)[c:16]1[cH:17][cH:18][c:19]([N+:22](=[O:23])[O-:24])[cH:20][cH:21]1. Starting materials: C(C1=CC=CC=C1)OC1=C(N=C(N(C1=O)C)S(=O)(=O)C)C(=O)OC (methyl 5-(benzyloxy)-1-methyl-2-(methylsulfonyl)-6-oxo-1,6-dihydropyrimidine-4-carboxylate), CC#N (CH3CN). The product is COC(=O)C=1N=C(N(C(C1OCC1=CC=CC=C1)=O)C)N (2-amino-5-benzyloxy-1-methyl-6-oxo-1,6-dihydro-pyrimidine-4-carboxylic acid methyl ester). Reaction SMILES: [CH2:1]([O:8][C:9]1[C:14](=[O:15])[N:13]([CH3:16])[C:12](S(C)(=O)=O)=[N:11][C:10]=1[C:21]([O:23][CH3:24])=[O:22])[C:2]1[CH:7]=[CH:6][CH:5]=[CH:4][CH:3]=1.CC#[N:27]>>[CH3:24][O:23][C:21]([C:10]1[N:11]=[C:12]([NH2:27])[N:13]([CH3:16])[C:14](=[O:15])[C:9]=1[O:8][CH2:1][C:2]1[CH:7]=[CH:6][CH:5]=[CH:4][CH:3]=1)=[O:22]. Procedure details: In a round-bottomed flask, methyl 5-(benzyloxy)-1-methyl-2-(methylsulfonyl)-6-oxo-1,6-dihydropyrimidine-4-carboxylate (3.65 g, 10.4 mmol) was combined with CH3CN (50 ml) to give a colorless solution. Gaseous ammonia was bubbled at 25° C. for 20 min. The crude material was purified by flash chromatography (silica gel, 30% to 50% EtOAc in hexanes) and then through a second column (5% MeOH/DCM) to give the title product as a white solid. LCMS: m/z=290 (MH+).